From a dataset of the Open Reaction Database (ORD), a public repository of structured organic reaction records. describe an organic reaction: reactants, conditions, products, and yield The reactants are [N+](=O)(O)[O-] (nitric acid), ClC=1C=C(C=CC1)O (3-chlorophenol). Run in C(C)(=O)O (acetic acid), C(C)(=O)O (acetic acid). Conditions: time 1 hour. The product is ClC=1C=C(C=CC1[N+](=O)[O-])O (3-Chloro 4-nitrophenol). Reaction SMILES: [N+:1]([O-:4])(O)=[O:2].[Cl:5][C:6]1[CH:7]=[C:8]([OH:12])[CH:9]=[CH:10][CH:11]=1>C(O)(=O)C>[Cl:5][C:6]1[CH:7]=[C:8]([OH:12])[CH:9]=[CH:10][C:11]=1[N+:1]([O-:4])=[O:2]. Procedure details: Concentrated nitric acid (10 ml) in acetic acid (30 ml) was added dropwise to a cooled solution of 3-chlorophenol (10 g) in acetic acid (10 ml). After 1 hour at -5°, the mixture was poured onto ice, extracted with ether, dried over sodium sulfate and evaporated. The residue was then pun fled by column chromatography eluting with hexane-ethyl acetate (85:15) to give the title compound (9 g). M.p. 120°. The reactants are O=C([O-])[O-], NC(Cc1ccccc1)CN1CCC(Oc2ccc(F)c(F)c2)CC1, CC(C)=O, [K+], [K+], O, O=S(=O)(Cl)c1ccc(-c2ccccn2)s1. Yields the product O=S(=O)(NC(Cc1ccccc1)CN1CCC(Oc2ccc(F)c(F)c2)CC1)c1ccc(-c2ccccn2)s1. RXN SMILES: [C:26](=[O:27])([O-:28])[O-:29].[CH2:1]([c:2]1[cH:3][cH:4][cH:5][cH:6][cH:7]1)[CH:8]([CH2:9][N:10]1[CH2:11][CH2:12][CH:13]([O:16][c:17]2[cH:18][c:19]([F:24])[c:20]([F:23])[cH:21][cH:22]2)[CH2:14][CH2:15]1)[NH2:25].[CH3:48][C:49](=[O:50])[CH3:51].[K+:30].[K+:31].[OH2:47].[n:32]1[c:33](-[c:38]2[cH:39][cH:40][c:41]([S:43](=[O:44])(=[O:45])[Cl:46])[s:42]2)[cH:34][cH:35][cH:36][cH:37]1>>[CH2:1]([c:2]1[cH:3][cH:4][cH:5][cH:6][cH:7]1)[CH:8]([CH2:9][N:10]1[CH2:11][CH2:12][CH:13]([O:16][c:17]2[cH:18][c:19]([F:24])[c:20]([F:23])[cH:21][cH:22]2)[CH2:14][CH2:15]1)[NH:25][S:43]([c:41]1[cH:40][cH:39][c:38](-[c:33]2[n:32][cH:37][cH:36][cH:35][cH:34]2)[s:42]1)(=[O:44])=[O:45]. The reactants are F[B-](F)(F)F, CC(C)(C)c1cccc(Br)c1, CC(C)(C)[PH+](C(C)(C)C)C(C)(C)C, [Li]CCCC, C=C1CCCC(C(=O)OCC[Si](C)(C)C)C1, Cc1ccccc1, CCOC(C)=O, C1CCC(NC2CCCCC2)CC1. Product: C=C1CCCC(C(=O)OCC[Si](C)(C)C)(c2cccc(C(C)(C)C)c2)C1. RXN SMILES: [B-:46]([F:47])([F:48])([F:49])[F:50].[Br:35][c:36]1[cH:37][c:38]([C:42]([CH3:43])([CH3:44])[CH3:45])[cH:39][cH:40][cH:41]1.[C:51]([PH+:52]([C:53]([CH3:54])([CH3:55])[CH3:56])[C:57]([CH3:58])([CH3:59])[CH3:60])([CH3:61])([CH3:62])[CH3:63].[CH2:1]([Li:2])[CH2:3][CH2:4][CH3:5].[CH3:19][Si:20]([CH2:21][CH2:22][O:23][C:24](=[O:25])[CH:26]1[CH2:27][C:28](=[CH2:32])[CH2:29][CH2:30][CH2:31]1)([CH3:33])[CH3:34].[CH3:64][c:65]1[cH:66][cH:67][cH:68][cH:69][cH:70]1.[CH3:71][CH2:72][O:73][C:74](=[O:75])[CH3:76].[CH:6]1([NH:7][CH:8]2[CH2:9][CH2:10][CH2:11][CH2:12][CH2:13]2)[CH2:14][CH2:15][CH2:16][CH2:17][CH2:18]1>>[CH3:19][Si:20]([CH2:21][CH2:22][O:23][C:24](=[O:25])[C:26]1([c:36]2[cH:37][c:38]([C:42]([CH3:43])([CH3:44])[CH3:45])[cH:39][cH:40][cH:41]2)[CH2:27][C:28](=[CH2:32])[CH2:29][CH2:30][CH2:31]1)([CH3:33])[CH3:34]. Reactants: COCOC=1C=C(C=C(C1)OCOC)CO ((3,5-bis-methoxymethoxy-phenyl)-methanol), C1CC(=O)N(C1=O)Br (NBS). Run in C(C)(=O)OCC (ethyl acetate), CN(C)C=O (DMF). Run at time 30 minute. The product is BrC1=C(C=C(C=C1OCOC)OCOC)CO ((2-Bromo-3,5-bis-methoxymethoxy-phenyl)-methanol). Isolated yield 82.6%. RXN SMILES: [CH3:1][O:2][CH2:3][O:4][C:5]1[CH:6]=[C:7]([CH2:15][OH:16])[CH:8]=[C:9]([O:11][CH2:12][O:13][CH3:14])[CH:10]=1.C1C(=O)N([Br:24])C(=O)C1>CN(C=O)C.C(OCC)(=O)C>[Br:24][C:6]1[C:5]([O:4][CH2:3][O:2][CH3:1])=[CH:10][C:9]([O:11][CH2:12][O:13][CH3:14])=[CH:8][C:7]=1[CH2:15][OH:16]. Procedure details: A solution of (3,5-bis-methoxymethoxy-phenyl)-methanol (9.16 g, 40.2 mmol) in DMF (40 mL) was treated with NBS (7.51 g, 42.2 mmol) at room temperature and the mixture was stirred at same temperature for 30 min. The residue was diluted with ethyl acetate and washed with brine. The organic phase was separated, dried (Na2SO4), and concentrated. The residue was purified by flash column chromatography (silica, hexanes/ethyl acetate=1:1) to afford the title compound (10.2 g, 83%). 1H NMR (300 MHz, CDC... Starting materials: S(N)(OC1=CC=2CC[C@H]3[C@@H]4CC[C@@H]([C@@]4(C)CC[C@@H]3C2C=C1)C(NCCC)=O)(=O)=O (17β-(N-Propylcarbamoyl)estra-1,3,5(10)-trien-3-yl sulfamate), compound 29f, S(N)(OC1=CC=2CC[C@H]3[C@@H]4CC=C([C@@]4(C)CC[C@@H]3C2C=C1)C(NC)=O)(=O)=O (17-(N-Methylcarbamoyl)estra-1,3,5(10),16-tetraen-3-yl sulfamate). The product is S(N)(OC1=CC=2CC[C@H]3[C@@H]4CC[C@@H]([C@@]4(C)CC[C@@H]3C2C=C1)C(NC)=O)(=O)=O (17β-(N-Methylcarbamoyl)estra-1,3,5(10)-trien-3-yl sulfamate). Reaction SMILES: [S:1](=[O:29])(=[O:28])([O:3][C:4]1[CH:21]=[CH:20][C:19]2[C@@H:18]3[C@H:9]([C@H:10]4[C@@:14]([CH2:16][CH2:17]3)([CH3:15])[C@@H:13]([C:22](=[O:27])[NH:23][CH2:24]CC)[CH2:12][CH2:11]4)[CH2:8][CH2:7][C:6]=2[CH:5]=1)[NH2:2].S(=O)(=O)(OC1C=CC2[C@@H]3[C@H]([C@H]4[C@@](CC3)(C)C(C(=O)NC)=CC4)CCC=2C=1)N>>[S:1](=[O:28])(=[O:29])([O:3][C:4]1[CH:21]=[CH:20][C:19]2[C@@H:18]3[C@H:9]([C@H:10]4[C@@:14]([CH2:16][CH2:17]3)([CH3:15])[C@@H:13]([C:22](=[O:27])[NH:23][CH3:24])[CH2:12][CH2:11]4)[CH2:8][CH2:7][C:6]=2[CH:5]=1)[NH2:2]. Procedure: In similar manners to those described for the synthesis of compound 7, compound 29f was prepared from compound 11f. FAB-MS m/z 393 (M+H)+; 1H NMR (270 MHz, DMSO-d6) δ 0.60 (s, 3H, CH3), 2.59 (d, 3H, J=3.6 Hz, NHCH3), 6.96 (d, 1H, J=2.3 Hz, ArH), 7.01 (dd, 1H, J=2.3, 8.6 Hz, ArH), 7.34 (d, 1H, J=8.6 Hz, ArH), 7.29 (m, 1H, NHCH3), 7.87 (s, 2H, NH2). Yield: 50.0%. The reactants are N1(N=NC2=C1C=CC=C2)C(C(=O)C2=CC=CC=C2)C2=CC=CC=C2 (2-(benzotriazol-1-yl)-1,2-diphenylethanone), C(=O)N (formamide). Product: C1(=CC=CC=C1)C1=NC2=CC=CC=C2C(=N1)C1=CC=CC=C1 (2,4-diphenylquinazoline). Reported procedure: The conversion of benzotriazene derivatives into 4-phenyl quinazolines, such as the transformation of 1,2-diaryl-2-(benzotriazol-1-yl)enamines prepared from lithiated (α-arylbenzotriazol-1-yl)methane and nitriles to afford 2,4-arylquinazolines, and the reaction between 2-(benzotriazol-1-yl)-1,2-diphenylethanone and formamide at 150° C. to afford 50% of 2,4-diphenylquinazoline [41]; and RXN SMILES: [N:1]1([CH:10]([C:19]2[CH:24]=[CH:23][CH:22]=[CH:21][CH:20]=2)C(C2C=CC=CC=2)=O)[C:5]2[CH:6]=[CH:7][CH:8]=[CH:9][C:4]=2N=N1.[CH:25]([NH2:27])=O>>[C:19]1([C:10]2[N:27]=[C:25]([C:4]3[CH:9]=[CH:8][CH:7]=[CH:6][CH:5]=3)[C:4]3[C:5](=[CH:6][CH:7]=[CH:8][CH:9]=3)[N:1]=2)[CH:20]=[CH:21][CH:22]=[CH:23][CH:24]=1. Reaction SMILES: [OH:1][CH:2]([C:4]1[CH:5]=[C:6]([NH:10][C:11](=[O:34])[NH:12][CH2:13][C:14]([N:16]([CH2:23][C:24]([N:26]([CH3:33])[C:27]2[CH:32]=[CH:31][CH:30]=[CH:29][CH:28]=2)=[O:25])[C:17]2[CH:22]=[CH:21][CH:20]=[CH:19][CH:18]=2)=[O:15])[CH:7]=[CH:8][CH:9]=1)[CH3:3]>[O-2].[O-2].[Mn+4]>[C:2]([C:4]1[CH:5]=[C:6]([NH:10][C:11](=[O:34])[NH:12][CH2:13][C:14]([N:16]([CH2:23][C:24]([N:26]([CH3:33])[C:27]2[CH:32]=[CH:31][CH:30]=[CH:29][CH:28]=2)=[O:25])[C:17]2[CH:22]=[CH:21][CH:20]=[CH:19][CH:18]=2)=[O:15])[CH:7]=[CH:8][CH:9]=1)(=[O:1])[CH3:3] |f:1.2.3|. The reagents and catalysts are [O-2].[O-2].[Mn+4] (manganese dioxide). Yield: 46.6%. Product: C(C)(=O)C=1C=C(C=CC1)NC(NCC(=O)N(C1=CC=CC=C1)CC(=O)N(C1=CC=CC=C1)C)=O (2-{2-[3-(3-acetylphenyl)ureido]-N-phenylacetamido}-N-methyl-N-phenylacetamide). Starting materials: OC(C)C=1C=C(C=CC1)NC(NCC(=O)N(C1=CC=CC=C1)CC(=O)N(C1=CC=CC=C1)C)=O ((RS)-2-{2-{3-[3-(1-hydroxyethyl)phenyl]ureido}-N-phenylacetamido}-N-methyl-N-phenylacetamide). Reported procedure: The procedure is analogous to that described in Example 84, but 1.4 g of (RS)-2-{2-{3-[3-(1-hydroxyethyl)phenyl]ureido}-N-phenylacetamido}-N-methyl-N-phenylacetamide and 4.7 g of manganese dioxide are used as the starting material. After recrystallization from ethyl acetate, 0.65 g of 2-{2-[3-(3-acetylphenyl)ureido]-N-phenylacetamido}-N-methyl-N-phenylacetamide melting at 170° C is obtained.